From a dataset of the Open Reaction Database (ORD), a public repository of structured organic reaction records. describe an organic reaction: reactants, conditions, products, and yield Starting materials: NC1=NC=C(C#N)C(=C1)F (6-amino-4-fluoronicotinonitrile), FCCN (2-fluoroethanamine), intermediate 88. The product is NC1=NC=C(C#N)C(=C1)NCCF (6-amino-4-((2-fluoroethyl)amino)nicotinonitrile). Reaction SMILES: [NH2:1][C:2]1[CH:9]=[C:8](F)[C:5]([C:6]#[N:7])=[CH:4][N:3]=1.[F:11][CH2:12][CH2:13][NH2:14]>>[NH2:1][C:2]1[CH:9]=[C:8]([NH:14][CH2:13][CH2:12][F:11])[C:5]([C:6]#[N:7])=[CH:4][N:3]=1. Reported procedure: From intermediate 21 and 2-fluoroethanamine, reacted in an analogous manner to the preparation of intermediate 88. (UPLC-MS 6) tR 0.49; ESI-MS 181.1 [M+H]+. The reactants are CC1(C)C(=O)Nc2ccc(Br)c(F)c21, O=C([O-])[O-], Cn1c(C#N)ccc1B(O)O, COCCOC, Cl, [K+], [K+], O, c1ccc(P(c2ccccc2)(c2ccccc2)[Pd](P(c2ccccc2)(c2ccccc2)c2ccccc2)(P(c2ccccc2)(c2ccccc2)c2ccccc2)P(c2ccccc2)(c2ccccc2)c2ccccc2)cc1. Product: Cn1c(C#N)ccc1-c1ccc2c(c1F)C(C)(C)C(=O)N2. As a reaction SMILES: [Br:1][c:2]1[c:3]([F:14])[c:4]2[c:8]([cH:9][cH:10]1)[NH:7][C:6](=[O:11])[C:5]2([CH3:12])[CH3:13].[C:26](=[O:27])([O-:28])[O-:29].[CH3:15][n:16]1[c:17]([B:23]([OH:24])[OH:25])[cH:18][cH:19][c:20]1[C:21]#[N:22].[CH3:33][O:34][CH2:35][CH2:36][O:37][CH3:38].[ClH:32].[K+:30].[K+:31].[OH2:116].[cH:39]1[cH:40][cH:41][c:42]([P:43]([Pd:44]([P:45]([c:46]2[cH:47][cH:48][cH:49][cH:50][cH:51]2)([c:52]2[cH:53][cH:54][cH:55][cH:56][cH:57]2)[c:58]2[cH:59][cH:60][cH:61][cH:62][cH:63]2)([P:64]([c:65]2[cH:66][cH:67][cH:68][cH:69][cH:70]2)([c:71]2[cH:72][cH:73][cH:74][cH:75][cH:76]2)[c:77]2[cH:78][cH:79][cH:80][cH:81][cH:82]2)[P:83]([c:84]2[cH:85][cH:86][cH:87][cH:88][cH:89]2)([c:90]2[cH:91][cH:92][cH:93][cH:94][cH:95]2)[c:96]2[cH:97][cH:98][cH:99][cH:100][cH:101]2)([c:102]2[cH:103][cH:104][cH:105][cH:106][cH:107]2)[c:108]2[cH:109][cH:110][cH:111][cH:112][cH:113]2)[cH:114][cH:115]1>>[c:2]1(-[c:17]2[n:16]([CH3:15])[c:20]([C:21]#[N:22])[cH:19][cH:18]2)[c:3]([F:14])[c:4]2[c:8]([cH:9][cH:10]1)[NH:7][C:6](=[O:11])[C:5]2([CH3:12])[CH3:13].